Dataset: the Open Reaction Database (ORD), a public repository of structured organic reaction records. Task: describe an organic reaction: reactants, conditions, products, and yield Product: CC(C%26=CC=CN=C%26)OC%27=CC=C(N%28C=NN=C%28)C=C%27. Conditions: temperature 70 celsius, time 16 hour. The solvent is CN(C)C=O (DMF), CN(C)C=O (dmf), CN(C)C=O (DMF). The reagents and catalysts are O=C([O-])[O-].[Cs+].[Cs+] (cesium carbonate), [I-].[K+] (potassium iodide). Starting materials: CC(Cl)c1cccnc1, OC1=CC=C(N2C=NN=C2)C=C1. Starting materials: C(OCCC\C=C\C1=CC(=CC=C1)C#N)([O-])=O ([3-(3-cyanophenyl)-2-(E)-propenyl]ethyl carbonate), C(C)(C)(C)OC(=O)N1CCC(CC1)OC1=CC=C(C=C1)NS(=O)(=O)CC (N-[4-(1-t-butoxycarbonylpiperidin-4-yloxy)phenyl]ethanesulfonamide). Reagents/catalysts: C1(=CC=CC=C1)P(C1=CC=CC=C1)C1=CC=CC=C1 (triphenylphosphine). Solvent: O1CCCC1 (tetrahydrofuran). Conditions: time 3 hour. Yields the product C(C)(C)(C)OC(=O)N1CCC(CC1)OC1=CC=C(C=C1)N(S(=O)(=O)CC)C\C=C\C1=CC(=CC=C1)C#N (N-[4-(1-t-Butoxycarbonylpiperidin-4-yloxy)phenyl]-N-[3-(3-cyanophenyl)-2-(E)-propenyl]ethanesulfonamide). Yield: 99.9%. RXN SMILES: C(=O)([O-])OCC[CH2:5]/[CH:6]=[CH:7]/[C:8]1[CH:13]=[CH:12][CH:11]=[C:10]([C:14]#[N:15])[CH:9]=1.[C:18]([O:22][C:23]([N:25]1[CH2:30][CH2:29][CH:28]([O:31][C:32]2[CH:37]=[CH:36][C:35]([NH:38][S:39]([CH2:42][CH3:43])(=[O:41])=[O:40])=[CH:34][CH:33]=2)[CH2:27][CH2:26]1)=[O:24])([CH3:21])([CH3:20])[CH3:19]>O1CCCC1.C1(P(C2C=CC=CC=2)C2C=CC=CC=2)C=CC=CC=1>[C:18]([O:22][C:23]([N:25]1[CH2:30][CH2:29][CH:28]([O:31][C:32]2[CH:33]=[CH:34][C:35]([N:38]([CH2:5]/[CH:6]=[CH:7]/[C:8]3[CH:13]=[CH:12][CH:11]=[C:10]([C:14]#[N:15])[CH:9]=3)[S:39]([CH2:42][CH3:43])(=[O:41])=[O:40])=[CH:36][CH:37]=2)[CH2:27][CH2:26]1)=[O:24])([CH3:21])([CH3:20])[CH3:19]. Procedure details: To a suspension of [3-(3-cyanophenyl)-2-(E)-propenyl]ethyl carbonate (1.04 g) and N-[4-(1-t-butoxycarbonylpiperidin-4-yloxy)phenyl]ethanesulfonamide (1.15 g) in tetrahydrofuran (9 ml) were added tris(dibenzylideneacetone)palladium chloroform complex (0.077 g) and triphenylphosphine (0.039 g) and the mixture was stirred at room temperature for 3 hours. The reaction mixture was concentrated in vacuo. The residue was purified by chromatography on a silica gel column using dichloromethane/ethyl acet... The reactants are COC(=O)CCc1ccc(OCc2cccc(Br)c2)cc1, Brc1ccsc1, CC(=O)[O-], CN(C)C=O, [K+], [Na+], [Na+], O=C([O-])[O-]. Yields the product COC(=O)CCc1ccc(OCc2cccc(-c3ccsc3)c2)cc1. Reaction SMILES: [Br:1][c:2]1[cH:3][c:4]([CH2:8][O:9][c:10]2[cH:11][cH:12][c:13]([CH2:16][CH2:17][C:18](=[O:19])[O:20][CH3:21])[cH:14][cH:15]2)[cH:5][cH:6][cH:7]1.[Br:27][c:28]1[cH:29][s:30][cH:31][cH:32]1.[CH3:23][C:24](=[O:25])[O-:26].[CH3:39][N:40]([CH3:41])[CH:42]=[O:43].[K+:22].[Na+:33].[Na+:34].[O-:35][C:36](=[O:37])[O-:38]>>[c:2]1(-[c:28]2[cH:29][s:30][cH:31][cH:32]2)[cH:3][c:4]([CH2:8][O:9][c:10]2[cH:11][cH:12][c:13]([CH2:16][CH2:17][C:18](=[O:19])[O:20][CH3:21])[cH:14][cH:15]2)[cH:5][cH:6][cH:7]1.